This data is from the Open Reaction Database (ORD), a public repository of structured organic reaction records. The task is: describe an organic reaction: reactants, conditions, products, and yield Reactants: FC1=C(C=C(C(=C1)OCC1=CC(=CC=C1)F)F)N (2,5-difluoro-4-(3-fluorobenzyloxy)-phenylamine), C(C(=C)CC(=O)O)(=O)O (itaconic acid). The product is FC1=C(C=C(C(=C1)OCC1=CC(=CC=C1)F)F)N1CC(CC1=O)C(=O)O ((RS)-1-[2,5-difluoro-4-(3-fluoro-benzyloxy)-phenyl]-5-oxo-pyrrolidine-3-carboxylic acid). The yield is 34.5%. As a reaction SMILES: [F:1][C:2]1[CH:7]=[C:6]([O:8][CH2:9][C:10]2[CH:15]=[CH:14][CH:13]=[C:12]([F:16])[CH:11]=2)[C:5]([F:17])=[CH:4][C:3]=1[NH2:18].[C:19]([OH:27])(=[O:26])[C:20]([CH2:22][C:23](O)=[O:24])=[CH2:21]>>[F:1][C:2]1[CH:7]=[C:6]([O:8][CH2:9][C:10]2[CH:15]=[CH:14][CH:13]=[C:12]([F:16])[CH:11]=2)[C:5]([F:17])=[CH:4][C:3]=1[N:18]1[C:23](=[O:24])[CH2:22][CH:20]([C:19]([OH:27])=[O:26])[CH2:21]1. Reported procedure: In an analogous manner to that described in Example 1a), 2,5-difluoro-4-(3-fluorobenzyloxy)-phenylamine was reacted with itaconic acid to yield (RS)-1-[2,5-difluoro-4-(3-fluoro-benzyloxy)-phenyl]-5-oxo-pyrrolidine-3-carboxylic acid (34.5% of theory) as a grey solid; MS: m/e=363 (M−H)+.